This data is from the Open Reaction Database (ORD), a public repository of structured organic reaction records. The task is: describe an organic reaction: reactants, conditions, products, and yield Starting materials: P(OCC)(OCC)OCC (triethyl phosphite), OC1=C(C=C(C=O)C=C1)CCl (4-Hydroxy-3-chloromethylbenzaldehyde), P(OCC)(OCC)OCC (triethyl phosphite). Solvent: C(C)#N (acetonitrile). Product: C(C)OP(OCC)(=O)CC1=C(C=CC(=C1)C=O)O (2-Hydroxy-5-Formylbenzylphosphonic Acid Diethyl Ester). RXN SMILES: [OH:1][C:2]1[CH:9]=[CH:8][C:5]([CH:6]=[O:7])=[CH:4][C:3]=1[CH2:10]Cl.[P:12]([O:19]CC)([O:16][CH2:17][CH3:18])[O:13][CH2:14][CH3:15]>C(#N)C>[CH2:14]([O:13][P:12]([CH2:10][C:3]1[CH:4]=[C:5]([CH:6]=[O:7])[CH:8]=[CH:9][C:2]=1[OH:1])(=[O:19])[O:16][CH2:17][CH3:18])[CH3:15]. Reported procedure: 0.1 mole 4-Hydroxy-3-chloromethylbenzaldehyde was stirred in 75ml acetonitrile and 0.1 mole triethyl phosphite was added dropwise into the stirring suspension. After all the triethyl phosphite had been added, the reaction was refluxed for 4 hours. The reaction was then cooled to room temperature. The reaction solution was then filtered and the acetonitrile was removed on a rotary evaporator leaving behind a solid. This was recrystallized from THF:hexanes in a -20° C. freezer. The product was iso... Starting materials: [I-].[K+] (potassium iodide), O1CCCC1 (tetrahydrofuran), ClC=1C=CC2=C(C(=NCC=3N2C(=NN3)CCl)C3=C(C=CC=C3F)F)C1 (8-chloro-1-(chloromethyl)-6-(2,6-difluorophenyl)-4H-s-triazolo[4,3-a][1,4]benzodiazepine), CNC1CC1 (methylcyclopropylamine). Yields the product ClC=1C=CC2=C(C(=NCC=3N2C(=NN3)CNCC3CC3)C3=C(C=CC=C3F)F)C1 (8-chloro-1-[(cyclopropylmethylamino)methyl]-6-(2,6-difluorophenyl)-4H-s-triazolo[4,3-a][1,4]benzodiazepine). RXN SMILES: [I-].[K+].[Cl:3][C:4]1[CH:5]=[CH:6][C:7]2[N:13]3[C:14]([CH2:17]Cl)=[N:15][N:16]=[C:12]3[CH2:11][N:10]=[C:9]([C:19]3[C:24]([F:25])=[CH:23][CH:22]=[CH:21][C:20]=3[F:26])[C:8]=2[CH:27]=1.C[NH:29]C1CC1.O1[CH2:37][CH2:36][CH2:35][CH2:34]1>>[Cl:3][C:4]1[CH:5]=[CH:6][C:7]2[N:13]3[C:14]([CH2:17][NH:29][CH2:34][CH:35]4[CH2:37][CH2:36]4)=[N:15][N:16]=[C:12]3[CH2:11][N:10]=[C:9]([C:19]3[C:24]([F:25])=[CH:23][CH:22]=[CH:21][C:20]=3[F:26])[C:8]=2[CH:27]=1 |f:0.1|. Procedure: In the manner given in Example 2, potassium iodide and 8-chloro-1-(chloromethyl)-6-(2,6-difluorophenyl)-4H-s-triazolo[4,3-a][1,4]benzodiazepine in tetrahydrofuran is treated with methylcyclopropylamine to give 8-chloro-1-[(cyclopropylmethylamino)methyl]-6-(2,6-difluorophenyl)-4H-s-triazolo[4,3-a][1,4]benzodiazepine. The reactants are BrC1=C(C(=CC(=C1)S(=O)(=O)C)Br)O (2,6-dibromo-4-methylsulfonylphenol), C(#C)C1CC1 (ethynylcyclopropane), Cu2O. Run in N1=CC=CC=C1 (pyridine). Run at temperature 130 celsius. Product: BrC1=CC(=CC=2C=C(OC21)C2CC2)S(=O)(=O)C (7-bromo-2-cyclopropyl-5-methylsulfonyl-1-benzofuran). Yield: 49.0%. Reaction SMILES: Br[C:2]1[CH:7]=[C:6]([S:8]([CH3:11])(=[O:10])=[O:9])[CH:5]=[C:4]([Br:12])[C:3]=1[OH:13].[C:14]([CH:16]1[CH2:18][CH2:17]1)#[CH:15]>N1C=CC=CC=1>[Br:12][C:4]1[C:3]2[O:13][C:14]([CH:16]3[CH2:18][CH2:17]3)=[CH:15][C:2]=2[CH:7]=[C:6]([S:8]([CH3:11])(=[O:10])=[O:9])[CH:5]=1. Procedure: To a solution of 2,6-dibromo-4-methylsulfonylphenol (1 g, 3.30 mmol) in pyridine (40 mL) was added ethynylcyclopropane (240 mg, 3.64 mmol) and Cu2O (260 mg, 1.82 mmol). The reaction mixture was degassed with N2. The mixture was heated to 130° C. for 3 hours. It was then concentrated and purified by column chromatography (PE to PE/EA=3/1) to give the title product (510 mg, 53%) as a gray solid. 1H NMR (CDCl3, 400 MHz) δ 7.99 (s, 1H), 7.93 (s, 1H), 6.52 (s, 1H), 3.07 (s, 3H), 2.13-2.11 (m, 1H), 1.... Starting materials: CC(=O)O[BH-](OC(C)=O)OC(C)=O, O=C([O-])O, CC(=O)O, O=Cc1ccncc1, ClCCl, CC1(C)C(=O)NC(=O)N1CCNc1nccc(-c2cc3cc(N)ccc3s2)n1, [Na+], [Na+]. Product: CC1(C)C(=O)NC(=O)N1CCNc1nccc(-c2cc3cc(NCc4ccncc4)ccc3s2)n1. Reaction SMILES: [C:41]([O:42][BH-:43]([O:44][C:45](=[O:46])[CH3:47])[O:48][C:49](=[O:50])[CH3:51])(=[O:52])[CH3:53].[C:58](=[O:59])([OH:60])[O-:61].[CH3:37][C:38](=[O:39])[OH:40].[CH:29]([c:30]1[cH:31][cH:32][n:33][cH:34][cH:35]1)=[O:36].[Cl:55][CH2:56][Cl:57].[NH2:1][c:2]1[cH:3][cH:4][c:5]2[c:6]([cH:7][c:8](-[c:10]3[n:11][c:12]([NH:16][CH2:17][CH2:18][N:19]4[C:20](=[O:27])[NH:21][C:22](=[O:26])[C:23]4([CH3:24])[CH3:25])[n:13][cH:14][cH:15]3)[s:9]2)[cH:28]1.[Na+:54].[Na+:62]>>[NH:1]([c:2]1[cH:3][cH:4][c:5]2[c:6]([cH:7][c:8](-[c:10]3[n:11][c:12]([NH:16][CH2:17][CH2:18][N:19]4[C:20](=[O:27])[NH:21][C:22](=[O:26])[C:23]4([CH3:24])[CH3:25])[n:13][cH:14][cH:15]3)[s:9]2)[cH:28]1)[CH2:29][c:30]1[cH:31][cH:32][n:33][cH:34][cH:35]1. Reactants: CCOC(=O)CCc1cccc(OCC=C(c2ccc(Br)cc2)c2ccc(Br)cc2)c1, CCO, [Na+], [OH-], O. Product: O=C(O)CCc1cccc(OCC=C(c2ccc(Br)cc2)c2ccc(Br)cc2)c1. RXN SMILES: [CH2:1]([CH3:2])[O:3][C:4]([CH2:5][CH2:6][c:7]1[cH:8][c:9]([O:13][CH2:14][CH:15]=[C:16]([c:17]2[cH:18][cH:19][c:20]([Br:23])[cH:21][cH:22]2)[c:24]2[cH:25][cH:26][c:27]([Br:30])[cH:28][cH:29]2)[cH:10][cH:11][cH:12]1)=[O:31].[CH3:32][CH2:33][OH:34].[Na+:37].[OH-:36].[OH2:35]>>[O:3]=[C:4]([CH2:5][CH2:6][c:7]1[cH:8][c:9]([O:13][CH2:14][CH:15]=[C:16]([c:17]2[cH:18][cH:19][c:20]([Br:23])[cH:21][cH:22]2)[c:24]2[cH:25][cH:26][c:27]([Br:30])[cH:28][cH:29]2)[cH:10][cH:11][cH:12]1)[OH:31]. Yields the product CCOC(=O)CCCCc1ccccn1. Reactants: CCO, [H][H], CCOC(=O)CCC=Cc1ccccn1. RXN SMILES: [CH3:18][CH2:19][OH:20].[H:16][H:17].[n:1]1[c:2]([CH:7]=[CH:8][CH2:9][CH2:10][C:11](=[O:12])[O:13][CH2:14][CH3:15])[cH:3][cH:4][cH:5][cH:6]1>>[n:1]1[c:2]([CH2:7][CH2:8][CH2:9][CH2:10][C:11](=[O:12])[O:13][CH2:14][CH3:15])[cH:3][cH:4][cH:5][cH:6]1. Reactants: FC(C(=O)[O-])(F)F.[Na+].CN[C@@H](C(C)C)C(=O)N[C@@H](C(C)C)C(=O)N(C)[C@H]([C@@H](CC(=O)N1[C@@H](CCC1)[C@@H]([C@H](C(=O)N[C@H](C(=O)OCC1=CC=CC2=CC=CC=C12)CC1=CC=CC=C1)C)OC)OC)[C@H](CC)C (N-methyl-L-valyl-N-[(3R,4S,5S)-3-methoxy-1-{(2S)-2-[(1R,2R)-1-methoxy-2-methyl-3-{[(2S)-1-(1-naphthylmethoxy)-1-oxo-3-phenylpropane-2-yl]amino}-3-oxopropyl]pyrrolidin-1-yl}-5-methyl-1-oxoheptan-4-yl]-N-methyl-L-valinamide sodium trifluoroacetate), FC(C(=O)[O-])(F)F.[Na+].CN[C@@H](C(C)C)C(=O)N[C@@H](C(C)C)C(=O)N(C)[C@H]([C@@H](CC(=O)N1[C@@H](CCC1)[C@@H]([C@H](C(=O)N[C@H](C(=O)OCC1=CC=CC2=CC=CC=C12)CC1=CC=CC=C1)C)OC)OC)[C@H](CC)C (N-methyl-L-valyl-N-[(3R,4S,5S)-3-methoxy-1-{(2S)-2-[(1R,2R)-1-methoxy-2-methyl-3-{[(2S)-1-(1-naphthylmethoxy)-1-oxo-3-phenylpropane-2-yl]amino}-3-oxopropyl]pyrrolidin-1-yl}-5-methyl-1-oxoheptan-4-yl]-N-methyl-L-valinamide sodium trifluoroacetate), aldehyde, solution, C(C)(C)(C)OC(C[C@H]([C@H]([C@H](CC)C)N(C)C([C@@H](NC(=O)OCC1=CC=CC=C1)C(C)C)=O)OC)=O (tert.-butyl-(3R,4S,5S)-4-[{N-[(benzyloxy)carbonyl]-L-valyl}(methyl)amino]-3-methoxy-5-methylheptanoate), Cl (hydrochloric acid), 1-dioxane water, aldehyde, C(#N)[BH3-].[Na+] (sodium cyanoborohydride), Cl (hydrochloric acid), C(#N)[BH3-].[Na+] (sodium cyanoborohydride). Reaction conditions: temperature 100 celsius, time 2 hour. Yields the product C(=O)(O)CCCN([C@@H](C(C)C)C(=O)N[C@@H](C(C)C)C(=O)N(C)[C@H]([C@@H](CC(=O)N1[C@@H](CCC1)[C@@H]([C@H](C(=O)N[C@H](C(=O)OCC1=CC=CC2=CC=CC=C12)CC1=CC=CC=C1)C)OC)OC)[C@H](CC)C)C (N-(3-carboxypropyl)-N-methyl-L-valyl-N-[(3R,4S,5S)-3-methoxy-1-{(2S)-2-[(1R,2R)-1-methoxy-2-methyl-3-{[(2S)-1-(1-naphthylmethoxy)-1-oxo-3-phenylpropane-2-yl]amino}-3-oxopropyl]pyrrolidin-1-yl}-5-methyl-1-oxoheptan-4-yl]-N-methyl-L-valinamide). Reaction SMILES: F[C:2](F)(F)C([O-])=O.[Na+].[CH3:9][NH:10][C@H:11]([C:15]([NH:17][C@H:18]([C:22]([N:24]([C@@H:26]([C@@H:68]([CH3:71])[CH2:69][CH3:70])[C@H:27]([O:66][CH3:67])[CH2:28][C:29]([N:31]1[CH2:35][CH2:34][CH2:33][C@H:32]1[C@H:36]([O:64][CH3:65])[C@@H:37]([CH3:63])[C:38]([NH:40][C@@H:41]([CH2:56][C:57]1[CH:62]=[CH:61][CH:60]=[CH:59][CH:58]=1)[C:42]([O:44][CH2:45][C:46]1[C:55]2[C:50](=[CH:51][CH:52]=[CH:53][CH:54]=2)[CH:49]=[CH:48][CH:47]=1)=[O:43])=[O:39])=[O:30])[CH3:25])=[O:23])[CH:19]([CH3:21])[CH3:20])=[O:16])[CH:12]([CH3:14])[CH3:13].C([BH3-])#N.[Na+].Cl.C([O:81][C:82](=[O:111])[CH2:83][C@@H:84](OC)[C@@H](N(C(=O)[C@H](C(C)C)NC(OCC1C=CC=CC=1)=O)C)[C@@H](C)CC)(C)(C)C>>[C:82]([CH2:83][CH2:84][CH2:9][N:10]([CH3:2])[C@H:11]([C:15]([NH:17][C@H:18]([C:22]([N:24]([C@@H:26]([C@@H:68]([CH3:71])[CH2:69][CH3:70])[C@H:27]([O:66][CH3:67])[CH2:28][C:29]([N:31]1[CH2:35][CH2:34][CH2:33][C@H:32]1[C@H:36]([O:64][CH3:65])[C@@H:37]([CH3:63])[C:38]([NH:40][C@@H:41]([CH2:56][C:57]1[CH:58]=[CH:59][CH:60]=[CH:61][CH:62]=1)[C:42]([O:44][CH2:45][C:46]1[C:55]2[C:50](=[CH:51][CH:52]=[CH:53][CH:54]=2)[CH:49]=[CH:48][CH:47]=1)=[O:43])=[O:39])=[O:30])[CH3:25])=[O:23])[CH:19]([CH3:20])[CH3:21])=[O:16])[CH:12]([CH3:14])[CH3:13])([OH:111])=[O:81] |f:0.1.2,3.4|. Procedure: 24 mg (24 μmol) of N-methyl-L-valyl-N-[(3R,4S,5S)-3-methoxy-1-{(2S)-2-[(1R,2R)-1-methoxy-2-methyl-3-{[(2S)-1-(1-naphthylmethoxy)-1-oxo-3-phenylpropane-2-yl]amino}-3-oxopropyl]pyrrolidin-1-yl}-5-methyl-1-oxoheptan-4-yl]-N-methyl-L-valinamide sodium trifluoroacetate (intermediate 21) and 31.5 μl of 15% aqueous amber aldehyde acid solution (49 μmol) were dissolved in 900 μl of a 1:1-dioxane/water composition and heated for 1 hour at a temperature of 100° C. After a short cooling period 1.7 mg (27 μ... Reactants: C([O-])([O-])=O.[K+].[K+] (potassium carbonate), [N+](=O)([O-])C=1C=C(CBr)C=CC1 (m-nitrobenzylbromide), COC(=O)C=1C2=CC=CC=C2N=C2C=C(C=CC12)O (3-Hydroxyacridine-9-carboxylic acid methyl ester). Run in CN(C)C=O (DMF). Yields the product COC(=O)C=1C2=CC=CC=C2N=C2C=C(C=CC12)OCC1=CC(=CC=C1)[N+](=O)[O-] (3-(m-Nitrobenzyloxy)acridine-9-carboxylic acid methylester). RXN SMILES: [CH3:1][O:2][C:3]([C:5]1[C:6]2[C:11]([N:12]=[C:13]3[C:18]=1[CH:17]=[CH:16][C:15]([OH:19])=[CH:14]3)=[CH:10][CH:9]=[CH:8][CH:7]=2)=[O:4].C(=O)([O-])[O-].[K+].[K+].[N+:26]([C:29]1[CH:30]=[C:31]([CH:34]=[CH:35][CH:36]=1)[CH2:32]Br)([O-:28])=[O:27]>CN(C=O)C>[CH3:1][O:2][C:3]([C:5]1[C:6]2[C:11]([N:12]=[C:13]3[C:18]=1[CH:17]=[CH:16][C:15]([O:19][CH2:32][C:31]1[CH:34]=[CH:35][CH:36]=[C:29]([N+:26]([O-:28])=[O:27])[CH:30]=1)=[CH:14]3)=[CH:10][CH:9]=[CH:8][CH:7]=2)=[O:4] |f:1.2.3|. Procedure details: 3-Hydroxyacridine-9-carboxylic acid methyl ester (14.6 g; 57.7 mmol) was dissolved in 500 ml DMF, then potassium carbonate (25.0 g; 181 mmol) and m-nitrobenzylbromide (15.0 g; 69.4 mmol) were added and stirred at room temperature. After 4 hours the mixture was filtered and the filtrate was evaporated to dryness in vacuo. The residue was dissolved in CH2Cl2 and washed with HCl 1N, NaOH 1N and sodium chloride solution (10%). After drying with sodium sulfate and evaporating to dryness the residue w...